This data is from the Open Reaction Database (ORD), a public repository of structured organic reaction records. The task is: describe an organic reaction: reactants, conditions, products, and yield Reactants: C1(=CC=CC=C1)C1=NC(=CC2=CC=CC=C12)O (1-phenyl-3-isoquinolinol), cuprous iodide, C(C)N(C(CCl)=O)CC (N,N-diethyl-2-chloroacetamide), C([O-])([O-])=O.[Na+].[Na+] (sodium carbonate). Solvent: CC(CC)=O (2-butanone). The product is C(C)N(C(COC=1N=C(C2=CC=CC=C2C1)C1=CC=CC=C1)=O)CC (N,N-diethyl-(1-phenyl-3-isoquinolyl)oxyacetamide). Isolated yield 39.1%. Reaction SMILES: [C:1]1([C:7]2[C:16]3[C:11](=[CH:12][CH:13]=[CH:14][CH:15]=3)[CH:10]=[C:9]([OH:17])[N:8]=2)[CH:6]=[CH:5][CH:4]=[CH:3][CH:2]=1.[CH2:18]([N:20]([CH2:25][CH3:26])[C:21](=[O:24])[CH2:22]Cl)[CH3:19].C(=O)([O-])[O-].[Na+].[Na+]>CC(=O)CC>[CH2:18]([N:20]([CH2:25][CH3:26])[C:21](=[O:24])[CH2:22][O:17][C:9]1[N:8]=[C:7]([C:1]2[CH:2]=[CH:3][CH:4]=[CH:5][CH:6]=2)[C:16]2[C:11]([CH:10]=1)=[CH:12][CH:13]=[CH:14][CH:15]=2)[CH3:19] |f:2.3.4|. Reported procedure: The procedure is as in Example 47, starting with 1-phenyl-3-isoquinolinol (4.4 g), N,N-diethyl-2-chloroacetamide (3.3 g), sodium carbonate (4.25 g) and cuprous iodide (1 g) in 2-butanone (90 cc). After chromatography on silica gel with a chloroform/methanol (98:2 by volume) mixture as eluant and crystallization of the product in isopropyl ether, N,N-diethyl-(1-phenyl-3-isoquinolyl)oxyacetamide (2.6 g), m.p. 105° C., is obtained. The reactants are [H-].[Na+] (sodium hydride), C(C1=CC=CC=C1)OC(=O)N1CCC(CC1)C(CC)OC1=CC2=C(C3=NC(=CN3CCO2)C=2N(N=C(N2)C)C(C)C)C=C1 (4-{1-[2-(2-Isopropyl-5-methyl-2H-[1,2,4]triazol-3-yl)-4,5-dihydro-6-oxa-1,3a-diazabenzo[e]azulen-8-yloxy]propyl}piperidine-1-carboxylic acid benzylester), C(C)OC(C(C(=O)OCC)(C1=CC=CC=C1)Br)=O (2-bromo-2-phenylmalonic acid diethyl ester). Solvent: CN(C)C=O (DMF), CN(C)C=O (DMF). Run at time 15 minute. Product: C(C)OC(C(C(=O)OCC)(C1=CC=CC=C1)OC1=CC2=C(C3=NC(=CN3CCO2)C=2N(N=C(N2)C)C(C)C)C=C1)=O (2-[2-(2-Isopropyl-5-methyl-2H-[1,2,4]triazol-3-yl)-4,5-dihydro-6-oxa-1,3a-diazabenzo[e]azulen-8-yloxy]-2-phenylmalonic acid diethyl ester). Yield: 76.2%. RXN SMILES: C(OC(N1CCC(C([O:20][C:21]2[CH:43]=[CH:42][C:24]3[C:25]4[N:29]([CH2:30][CH2:31][O:32][C:23]=3[CH:22]=2)[CH:28]=[C:27]([C:33]2[N:34]([CH:39]([CH3:41])[CH3:40])[N:35]=[C:36]([CH3:38])[N:37]=2)[N:26]=4)CC)CC1)=O)C1C=CC=CC=1.[H-].[Na+].[CH2:46]([O:48][C:49](=[O:63])[C:50](Br)([C:56]1[CH:61]=[CH:60][CH:59]=[CH:58][CH:57]=1)[C:51]([O:53][CH2:54][CH3:55])=[O:52])[CH3:47]>CN(C=O)C>[CH2:46]([O:48][C:49](=[O:63])[C:50]([O:20][C:21]1[CH:43]=[CH:42][C:24]2[C:25]3[N:29]([CH2:30][CH2:31][O:32][C:23]=2[CH:22]=1)[CH:28]=[C:27]([C:33]1[N:34]([CH:39]([CH3:41])[CH3:40])[N:35]=[C:36]([CH3:38])[N:37]=1)[N:26]=3)([C:56]1[CH:61]=[CH:60][CH:59]=[CH:58][CH:57]=1)[C:51]([O:53][CH2:54][CH3:55])=[O:52])[CH3:47] |f:1.2|. Procedure: To a suspension of 2-(2-isopropyl-5-methyl-2H-[1,2,4]triazol-3-yl)-4,5-dihydro-6-oxa-1,3a-diazabenzo[e]azulen-8-ol from Example 4 (300 mg, 0.922 mmol) in DMF (3 mL) was added sodium hydride (37 mg, 60% in oil, 0.925 mmol). The mixture was stirred at RT for 15 min, then a solution of 2-bromo-2-phenylmalonic acid diethyl ester (435 mg, 1.38 mmol) in DMF (0.5 mL) was added. The reaction mixture was stirred at RT for 30 min, and then at 90° C. for 2 h. The cooled reaction mixture was partitioned bet... Starting materials: S=C(Oc1ccccc1)[SH]=NC1CC1, ClP(Cl)(Cl)(Cl)Cl. Yields the product ClC(Oc1ccccc1)=S=NC1CC1. RXN SMILES: [CH:7]1([N:10]=[SH:11][C:12](=[S:13])[O:14][c:15]2[cH:16][cH:17][cH:18][cH:19][cH:20]2)[CH2:8][CH2:9]1.[Cl:1][P:2]([Cl:3])([Cl:4])([Cl:5])[Cl:6]>>[Cl:1][C:12](=[S:11]=[N:10][CH:7]1[CH2:8][CH2:9]1)[O:14][c:15]1[cH:16][cH:17][cH:18][cH:19][cH:20]1. Reactants: [OH-].[NH4+] (ammonium hydroxide), S1CCC(CC1)=O (tetrahydro-4H-thiopyran-4-one), [Cl-].[NH4+] (ammonium chloride), [C-]#N.[Na+] (sodium cyanide). Run at time 18 hour. Yields the product NC1(CCSCC1)C#N (4-amino-tetrahydro-2H-thiopyran-4-carbonitrile). RXN SMILES: [OH-].[NH4+:2].[Cl-].[NH4+:4].[C-:5]#N.[Na+].[S:8]1[CH2:13][CH2:12][C:11](=O)[CH2:10][CH2:9]1>>[NH2:2][C:11]1([C:5]#[N:4])[CH2:12][CH2:13][S:8][CH2:9][CH2:10]1 |f:0.1,2.3,4.5|. Procedure: Using the procedure of Stage 1 of Example 1, 8 ml of ammonium hydroxide, 1.58 g of ammonium chloride, 1.23 g of sodium cyanide and 2.51 g of tetrahydro-4H-thiopyran-4-one were reacted and the mixture was stirred for 18 hours at ambient temperature. Extraction was carried out 3 times with methylene chloride, followed by washing with salt water and drying to obtain 2.88 g of the expected product (white crystals) melting at 51°-52° C.